This data is from the Open Reaction Database (ORD), a public repository of structured organic reaction records. The task is: describe an organic reaction: reactants, conditions, products, and yield The reactants are COC(C(CC=C)NC(C1=C(C=CC=C1Cl)Cl)=O)=O (2-(2,6-dichlorobenzamido)pent-4-enoic acid methyl ester), C(C1=CC=CC=C1)N(C1=NC=CC=N1)C1=CC=C(C=C1)I (N-benzyl-N-(4-iodophenyl)pyrimidin-2-amine). Yields the product COC(C(C\C=C\C1=CC=C(C=C1)N(C1=NC=CC=N1)CC1=CC=CC=C1)NC(C1=C(C=CC=C1Cl)Cl)=O)=O ((E)-5-[4-(benzyl-pyrimidin-2-yl-amino)-phenyl]-2-(2,6-dichlorobenzamido)-pent-4-enoic acid methyl ester). The yield is 60.4%. RXN SMILES: [CH3:1][O:2][C:3](=[O:19])[CH:4]([NH:8][C:9](=[O:18])[C:10]1[C:15]([Cl:16])=[CH:14][CH:13]=[CH:12][C:11]=1[Cl:17])[CH2:5][CH:6]=[CH2:7].[CH2:20]([N:27]([C:34]1[CH:39]=[CH:38][C:37](I)=[CH:36][CH:35]=1)[C:28]1[N:33]=[CH:32][CH:31]=[CH:30][N:29]=1)[C:21]1[CH:26]=[CH:25][CH:24]=[CH:23][CH:22]=1>>[CH3:1][O:2][C:3](=[O:19])[CH:4]([NH:8][C:9](=[O:18])[C:10]1[C:11]([Cl:17])=[CH:12][CH:13]=[CH:14][C:15]=1[Cl:16])[CH2:5]/[CH:6]=[CH:7]/[C:37]1[CH:36]=[CH:35][C:34]([N:27]([CH2:20][C:21]2[CH:26]=[CH:25][CH:24]=[CH:23][CH:22]=2)[C:28]2[N:33]=[CH:32][CH:31]=[CH:30][N:29]=2)=[CH:39][CH:38]=1. Procedure details: In the same manner as in Example 1, 2-(2,6-dichlorobenzamido)pent-4-enoic acid methyl ester (59.3 mg) was reacted with N-benzyl-N-(4-iodophenyl)pyrimidin-2-amine (67.0 mg) to obtain (E)-5-[4-(benzyl-pyrimidin-2-yl-amino)-phenyl]-2-(2,6-dichlorobenzamido)-pent-4-enoic acid methyl ester (58.7 mg). Column chromatography (silica gel, eluent: chloroform/cyclohexane=2/1 chloroform) and thin layer chromatography (silica gel, mobile phase: cyclohexane/ethyl acetate=2/1) were used for purification. Starting materials: NC1=C(N=NN1)C(=O)N (5-amino-1,2,3-triazole-4-carboxamide), [H-].[Na+] (sodium hydride), [H-].[Na+] (NaH), ClC=1C=C(CCl)C=CC1Cl (3,4-dichlorobenzyl chloride), O (water). Run in CN(C=O)C (dimethylformamide), C(C)(=O)O (acetic acid). Reaction conditions: time 1 hour. The product is NC1=C(N=NN1CC1=CC(=C(C=C1)Cl)Cl)C(=O)N (5-amino-1-(3,4-dichlorobenzyl)-1,2,3-triazole-4-carboxamide). As a reaction SMILES: [NH2:1][C:2]1[NH:6][N:5]=[N:4][C:3]=1[C:7]([NH2:9])=[O:8].[H-].[Na+].[Cl:12][C:13]1[CH:14]=[C:15]([CH:18]=[CH:19][C:20]=1[Cl:21])[CH2:16]Cl.O>CN(C)C=O.C(O)(=O)C>[NH2:1][C:2]1[N:6]([CH2:16][C:15]2[CH:18]=[CH:19][C:20]([Cl:21])=[C:13]([Cl:12])[CH:14]=2)[N:5]=[N:4][C:3]=1[C:7]([NH2:9])=[O:8] |f:1.2|. Reported procedure: A stirred, ambient temperature solution of 5-amino-1,2,3-triazole-4-carboxamide (635 mg, 5.00 mmole) in dry dimethylformamide (20ml) is treated in one portion with sodium hydride (240 mg of a 5% dispersion in mineral oil, 120 mg NaH, 5.0 mmol). After 15 min 3,4-dichlorobenzyl chloride (0.977 g, 5.00 mmol) is added. The mixture is stirred 1 hour, poured into water (20 ml), acidified to pH 6 with glacial acetic acid, and filtered. The solid is washed with water, dried, and chromatographed to provi... The reactants are BrC=1C=CC(=C(C1)C1=NC(=NC(=C1)Cl)N)OCC(F)(F)F (4-[5-bromo-2-(2,2,2-trifluoro-ethoxy)-phenyl]-6-chloro-pyrimidin-2-ylamine), BrC1=CC=C(C=C1)N (4-bromo-phenylamine). Yields the product BrC1=CC=C(C=C1)NC1=NC(=NC(=C1)C1=C(C=CC(=C1)Br)OCC(F)(F)F)N (N*4*-(4-Bromo-phenyl)-6-[5-bromo-2-(2,2,2-trifluoro-ethoxy)-phenyl]-pyrimidine-2,4-diamine). Isolated yield 34.0%. RXN SMILES: [Br:1][C:2]1[CH:3]=[CH:4][C:5]([O:16][CH2:17][C:18]([F:21])([F:20])[F:19])=[C:6]([C:8]2[CH:13]=[C:12](Cl)[N:11]=[C:10]([NH2:15])[N:9]=2)[CH:7]=1.[Br:22][C:23]1[CH:28]=[CH:27][C:26]([NH2:29])=[CH:25][CH:24]=1>>[Br:22][C:23]1[CH:28]=[CH:27][C:26]([NH:29][C:12]2[CH:13]=[C:8]([C:6]3[CH:7]=[C:2]([Br:1])[CH:3]=[CH:4][C:5]=3[O:16][CH2:17][C:18]([F:21])([F:20])[F:19])[N:9]=[C:10]([NH2:15])[N:11]=2)=[CH:25][CH:24]=1. Procedure: Following the method described in Example 26, 4-[5-bromo-2-(2,2,2-trifluoro-ethoxy)-phenyl]-6-chloro-pyrimidin-2-ylamine and 4-bromo-phenylamine provided the title compound (34% yield). 1H NMR (acetone-d6) δ 4.76 (q, 2H, J=8.5 Hz, CH2), 5.95 (bs, 2H, NH2), 6.72 (s, 1H, Ar), 7.21 (d, 1H, J=8.8 Hz, Ar), 7.44 (d, 2H, J=8.9 Hz, Ar), 7.58 (dd, 1H, J=8.8 Hz, J=2.4 Hz, Ar), 7.75-7.78 (m, 2H, Ar), 8.07 (d, 1H, J=2.4 Hz, Ar), 8.62 (br s, 1H, NH).